This data is from the Open Reaction Database (ORD), a public repository of structured organic reaction records. The task is: describe an organic reaction: reactants, conditions, products, and yield Reactants: CCOP(=O)(Cc1ccc(C(=O)N(C)c2ccccc2)cc1)OCC, Cl, O, S=P12SP3(=S)SP(=S)(S1)SP(=S)(S2)S3, c1ccccc1, c1ccncc1. Product: CCOP(=O)(Cc1ccc(C(=S)N(C)c2ccccc2)cc1)OCC. Reaction SMILES: [CH2:1]([CH3:2])[O:3][P:4](=[O:5])([O:6][CH2:7][CH3:8])[CH2:9][c:10]1[cH:11][cH:12][c:13]([C:14](=[O:15])[N:16]([c:17]2[cH:18][cH:19][cH:20][cH:21][cH:22]2)[CH3:23])[cH:24][cH:25]1.[ClH:46].[OH2:47].[P:26]12(=[S:27])[S:28][P:29]3(=[S:39])[S:30][P:31](=[S:37])([S:32][P:33](=[S:36])([S:34]3)[S:35]1)[S:38]2.[cH:40]1[cH:41][cH:42][cH:43][cH:44][cH:45]1.[cH:48]1[cH:49][cH:50][n:51][cH:52][cH:53]1>>[CH2:1]([CH3:2])[O:3][P:4](=[O:5])([O:6][CH2:7][CH3:8])[CH2:9][c:10]1[cH:11][cH:12][c:13]([C:14]([N:16]([c:17]2[cH:18][cH:19][cH:20][cH:21][cH:22]2)[CH3:23])=[S:27])[cH:24][cH:25]1. Reactants: [N+](=O)([O-])C1=C(C=CC=C1)C1=NN=C(O1)C1=CC=C(C(=O)O)C=C1 (4-[5-(2-nitrophenyl)-1,3,4-oxadiazol-2-yl]benzoic acid), S(O)(O)(=O)=O (sulfuric acid), C(C)O (ethanol). Yields the product [N+](=O)([O-])C1=C(C=CC=C1)C1=NN=C(O1)C1=CC=C(C(=O)OCC)C=C1 (ethyl 4-[5-(2-nitrophenyl)-1,3,4-oxadiazol-2-yl]benzoate). Yield: 24.0%. RXN SMILES: [N+:1]([C:4]1[CH:9]=[CH:8][CH:7]=[CH:6][C:5]=1[C:10]1[O:14][C:13]([C:15]2[CH:23]=[CH:22][C:18]([C:19]([OH:21])=[O:20])=[CH:17][CH:16]=2)=[N:12][N:11]=1)([O-:3])=[O:2].S(=O)(=O)(O)O.[CH2:29](O)[CH3:30]>>[N+:1]([C:4]1[CH:9]=[CH:8][CH:7]=[CH:6][C:5]=1[C:10]1[O:14][C:13]([C:15]2[CH:23]=[CH:22][C:18]([C:19]([O:21][CH2:29][CH3:30])=[O:20])=[CH:17][CH:16]=2)=[N:12][N:11]=1)([O-:3])=[O:2]. Reported procedure: A mixture of 4-[5-(2-nitrophenyl)-1,3,4-oxadiazol-2-yl]benzoic acid (2.00 g), conc. sulfuric acid (0.5 ml) and ethanol (50 ml) was heated under reflux for 6 hrs. After cooling, the reaction mixture was concentrated, and the residue was diluted with ethyl acetate. This solution was washed with saturated aqueous sodium hydrogen carbonate solution and saturated brine, dried over anhydrous magnesium sulfate and concentrated. The residue was purified by silica gel column chromatography (hexane:ethyl ...